describe an organic reaction: reactants, conditions, products, and yield From a dataset of the Open Reaction Database (ORD), a public repository of structured organic reaction records. Reactants: OC(CC(=O)OCC)(CC(CCC1=CC=CC=C1)OC(C)=O)C (ethyl 3-hydroxy-3-methyl-5-acetoxy-7-phenylheptanoate), [OH-].[Na+] (sodium hydroxide), Cl (hydrochloric acid), C(C)(=O)OCC (ethyl acetate). The solvent is CO (methanol). Reaction conditions: time 4 hour. The product is OC1(CC(=O)OC(C1)CCC1=CC=CC=C1)C (3-Hydroxy-3-methyl-7-phenyl-5-heptanolide). Yield: 61.2%. Reaction SMILES: [OH:1][C:2]([CH3:23])([CH2:9][CH:10]([O:19][C:20](=[O:22])C)[CH2:11][CH2:12][C:13]1[CH:18]=[CH:17][CH:16]=[CH:15][CH:14]=1)[CH2:3]C(OCC)=O.[OH-].[Na+].Cl.C(OCC)(=O)C>CO>[OH:1][C:2]1([CH3:3])[CH2:9][CH:10]([CH2:11][CH2:12][C:13]2[CH:14]=[CH:15][CH:16]=[CH:17][CH:18]=2)[O:19][C:20](=[O:22])[CH2:23]1 |f:1.2|. Procedure details: Using 1.48 g of 4-acetoxy-6-phenylhexan-2-one, 1 ml of ethyl bromoacetate and 0.62 g of zinc, the reaction and the purification of the product were carried out according to the method described in Example 1 (a) affording 1.03 g of ethyl 3-hydroxy-3-methyl-5-acetoxy-7-phenylheptanoate. The ester (0.90 g) thus obtained was dissolved in 5 ml of methanol and 2 ml of 4 N sodium hydroxide was added thereto. The mixture was stirred for 4 hours at room temperature, acidified by the addition of 4 N hydro...